describe an organic reaction: reactants, conditions, products, and yield From a dataset of the Open Reaction Database (ORD), a public repository of structured organic reaction records. Starting materials: C1CCOC1, CCOC(=O)CC1CCc2cc(OCCc3nc(-c4ccc(C)cc4)oc3C)ccc21, CCO, Cl, [Li+], [OH-], O. Product: Cc1ccc(-c2nc(CCOc3ccc4c(c3)CCC4CC(=O)O)c(C)o2)cc1. RXN SMILES: [CH2:36]1[O:37][CH2:38][CH2:39][CH2:40]1.[CH3:1][c:2]1[c:3]([CH2:14][CH2:15][O:16][c:17]2[cH:18][c:19]3[c:23]([cH:24][cH:25]2)[CH:22]([CH2:26][C:27](=[O:28])[O:29][CH2:30][CH3:31])[CH2:21][CH2:20]3)[n:4][c:5](-[c:7]2[cH:8][cH:9][c:10]([CH3:13])[cH:11][cH:12]2)[o:6]1.[CH3:41][CH2:42][OH:43].[ClH:35].[Li+:33].[OH-:32].[OH2:34]>>[CH3:1][c:2]1[c:3]([CH2:14][CH2:15][O:16][c:17]2[cH:18][c:19]3[c:23]([cH:24][cH:25]2)[CH:22]([CH2:26][C:27](=[O:28])[OH:29])[CH2:21][CH2:20]3)[n:4][c:5](-[c:7]2[cH:8][cH:9][c:10]([CH3:13])[cH:11][cH:12]2)[o:6]1. Reactants: C(#N)C1(CC1)C=1C=C(C(=O)NC2=CC(=C(C=C2)C)OC2=CC=C(C=C2)[N+](=O)[O-])C=CC1 (3-(1-cyanocyclopropyl)-N-[4-methyl-3-(4-nitrophenoxy)phenyl]benzamide). Reagents/catalysts: [C].[Pd] (palladium carbon). The product is NC1=CC=C(OC=2C=C(C=CC2C)NC(C2=CC(=CC=C2)C2(CC2)C#N)=O)C=C1 (N-[3-(4-aminophenoxy)-4-methylphenyl]-3-(1-cyanocyclopropyl)benzamide). RXN SMILES: [C:1]([C:3]1([C:6]2[CH:7]=[C:8]([CH:29]=[CH:30][CH:31]=2)[C:9]([NH:11][C:12]2[CH:17]=[CH:16][C:15]([CH3:18])=[C:14]([O:19][C:20]3[CH:25]=[CH:24][C:23]([N+:26]([O-])=O)=[CH:22][CH:21]=3)[CH:13]=2)=[O:10])[CH2:5][CH2:4]1)#[N:2]>[C].[Pd]>[NH2:26][C:23]1[CH:22]=[CH:21][C:20]([O:19][C:14]2[CH:13]=[C:12]([NH:11][C:9](=[O:10])[C:8]3[CH:29]=[CH:30][CH:31]=[C:6]([C:3]4([C:1]#[N:2])[CH2:5][CH2:4]4)[CH:7]=3)[CH:17]=[CH:16][C:15]=2[CH3:18])=[CH:25][CH:24]=1 |f:1.2|. Reported procedure: Using 3-(1-cyanocyclopropyl)-N-[4-methyl-3-(4-nitrophenoxy)phenyl]benzamide (2.07 g, 5.0 mmol) and 10%-palladium carbon (0.5 g), and in the same manner as in Example A25(iv), the title compound (1.92 g, quantitatively) was obtained as a pink amorphous substance.